This data is from the Open Reaction Database (ORD), a public repository of structured organic reaction records. The task is: describe an organic reaction: reactants, conditions, products, and yield The reactants are N1=C(C=NC=C1)C#N (pyrazinecarbonitrile), C[O-].[Na+] (sodium methoxide), N(N)C(=O)C1CCN(CC1)C(=O)OC(C)(C)C (tert-butyl 4-(hydrazinocarbonyl)piperidine-1-carboxylate), C(C)(=O)O (acetic acid). Solvent: CO (methanol), CO (methanol), CO (methanol). Reaction conditions: time 30 minute. The product is N1=C(C=NC=C1)C1=NC(=NN1)C1CCN(CC1)C(=O)OC(C)(C)C (tert-butyl 4-(5-pyrazin-2-yl-1H-1,2,4-triazol-3-yl)piperidine-1-carboxylate). Reaction SMILES: [N:1]1[CH:6]=[CH:5][N:4]=[CH:3][C:2]=1[C:7]#[N:8].C[O-].[Na+].[NH:12]([C:14]([CH:16]1[CH2:21][CH2:20][N:19]([C:22]([O:24][C:25]([CH3:28])([CH3:27])[CH3:26])=[O:23])[CH2:18][CH2:17]1)=O)[NH2:13].C(O)(=O)C>CO>[N:1]1[CH:6]=[CH:5][N:4]=[CH:3][C:2]=1[C:7]1[NH:13][N:12]=[C:14]([CH:16]2[CH2:21][CH2:20][N:19]([C:22]([O:24][C:25]([CH3:28])([CH3:27])[CH3:26])=[O:23])[CH2:18][CH2:17]2)[N:8]=1 |f:1.2|. Procedure details: A solution of pyrazinecarbonitrile (2.0 g, 19 mmol) in methanol (20 mL) was treated with sodium methoxide in methanol (25 wt %, 1.3 mL, 5.7 mmol) at room temperature. After 30 minutes, a solution of tert-butyl 4-(hydrazinocarbonyl)piperidine-1-carboxylate (4.6 g, 19 mmol) in methanol (20 mL) was added and the reaction was heated to reflux for 19 hours. The reaction mixture was concentrated, dissolved in ethoxyethanol (50 mL) and heated to reflux for 22 hours. The reaction was cooled to room temp... The reactants are CON(C)C(=O)C1CCCCN1C(=O)OC(C)(C)C, C1CCOC1, [Cl-], [NH4+], c1cnc2occc2c1. The product is CC(C)(C)OC(=O)N1CCCCC1C(=O)c1cc2cccnc2o1. As a reaction SMILES: [C:10]([CH3:11])([CH3:12])([CH3:13])[O:14][C:15](=[O:16])[N:17]1[CH:18]([C:23]([N:24]([O:25][CH3:26])[CH3:27])=[O:28])[CH2:19][CH2:20][CH2:21][CH2:22]1.[CH2:31]1[O:32][CH2:33][CH2:34][CH2:35]1.[Cl-:29].[NH4+:30].[o:1]1[cH:2][cH:3][c:4]2[c:5]1[n:6][cH:7][cH:8][cH:9]2>>[o:1]1[c:2]([C:23]([CH:18]2[N:17]([C:15]([O:14][C:10]([CH3:11])([CH3:12])[CH3:13])=[O:16])[CH2:22][CH2:21][CH2:20][CH2:19]2)=[O:28])[cH:3][c:4]2[c:5]1[n:6][cH:7][cH:8][cH:9]2. Reactants: C(=O)(O)[O-].[Na+] (NaHCO3), CCOC(=O)C (EtOAc), FC1=NC=CC(=C1)C(C(=O)C1=CC=CC=C1)CC(C(C)(C)C)=O (2-(2-fluoropyridin-4-yl)-5,5-dimethyl-1-phenylhexane-1,4-dione). Run in C(C)(=O)O (acetic acid). Reaction conditions: time 15 minute. Yields the product C(C)(C)(C)C1=CC(=C(O1)C1=CC=CC=C1)C1=CC(NC=C1)=O (4-(5-tert-Butyl-2-phenyl-3-furyl)pyridin-2(1H)-one). The yield is 78.0%. RXN SMILES: F[C:2]1[CH:7]=[C:6]([CH:8]([CH2:17][C:18](=[O:23])[C:19]([CH3:22])([CH3:21])[CH3:20])[C:9]([C:11]2[CH:16]=[CH:15][CH:14]=[CH:13][CH:12]=2)=O)[CH:5]=[CH:4][N:3]=1.C([O-])(O)=[O:25].[Na+].CCOC(C)=O>C(O)(=O)C>[C:19]([C:18]1[O:23][C:9]([C:11]2[CH:16]=[CH:15][CH:14]=[CH:13][CH:12]=2)=[C:8]([C:6]2[CH:5]=[CH:4][NH:3][C:2](=[O:25])[CH:7]=2)[CH:17]=1)([CH3:22])([CH3:20])[CH3:21] |f:1.2|. Procedure: A solution of 2-(2-fluoropyridin-4-yl)-5,5-dimethyl-1-phenylhexane-1,4-dione (200 mg, 0.6 mmol) in acetic acid (3 mL) was heated at reflux for 18 h. Upon cooling to RT the solution was slowly added to a mixture of sat'd aqueous NaHCO3 (40 mL) and EtOAc (40 mL). The mixture was stirred for 15 min. and the organic layer then collected. The aqueous layer was extracted with ethyl acetate (30 mL) and the organic layers combined, washed with sat'd aqueous NaHCO3, H2O and brine, dried (MgSO4) and conce...